The task is: describe an organic reaction: reactants, conditions, products, and yield. This data is from the Open Reaction Database (ORD), a public repository of structured organic reaction records. Reported procedure: To a mixture of 3,5-dichloropyrazine-2-carbonitrile (100 mg, 0.57 mmol) and D-leucinamide HCl salt (104 mg, 0.625 mmol) in AcCN (2 mL) was added DIPEA (0.223 mL, 1.254 mmol). After stirring at room temperature for 4 h, it was diluted with EtOAc, washed with sat. NaHCO3, organic layer was separated and washed with brine, dried and concentrated to give (R)-2-(6-chloro-5-cyanopyrazin-2-ylamino)-4-methylpentanamide (150 mg). The product is ClC1=C(N=CC(=N1)N[C@@H](C(=O)N)CC(C)C)C#N ((R)-2-(6-chloro-5-cyanopyrazin-2-ylamino)-4-methylpentanamide). The reactants are ClC=1C(=NC=C(N1)Cl)C#N (3,5-dichloropyrazine-2-carbonitrile), Cl.N[C@H](CC(C)C)C(=O)N (D-leucinamide HCl salt), CCN(C(C)C)C(C)C (DIPEA). Run in CCOC(=O)C (EtOAc), C(=O)(C)C#N (AcCN). Run at time 4 hour. Isolated yield 98.3%. As a reaction SMILES: [Cl:1][C:2]1[C:3]([C:9]#[N:10])=[N:4][CH:5]=[C:6](Cl)[N:7]=1.Cl.[NH2:12][C@@H:13]([C:18]([NH2:20])=[O:19])[CH2:14][CH:15]([CH3:17])[CH3:16].CCN(C(C)C)C(C)C>C(C#N)(C)=O.CCOC(C)=O>[Cl:1][C:2]1[N:7]=[C:6]([NH:12][C@H:13]([CH2:14][CH:15]([CH3:17])[CH3:16])[C:18]([NH2:20])=[O:19])[CH:5]=[N:4][C:3]=1[C:9]#[N:10] |f:1.2|. Reactants: C(=O)(O)CCC1(C(CCCC1)=O)C1=CC(=CC=C1)OC (2-(β-carboxyethyl)-2-(m-methoxyphenyl)cyclohexanone), [N-]=[N+]=[N-].[Na+] (sodium azide), acid chloride, S(=O)(=O)([O-])[O-].[Na+].[Na+] (sodium sulfate), ClC(=O)OCC (ethyl chloroformate). Solvent: C(C)N(CC)CC (triethylamine), CCOCC (ether), O (water). Conditions: temperature 0 celsius, time 1 hour. The product is N(=[N+]=[N-])C(=O)CCC1(C(CCCC1)=O)C1=CC(=CC=C1)OC (2-(β-Azidoformylethyl)-2-(m-methoxyphenyl)cyclohexanone). As a reaction SMILES: [C:1]([CH2:4][CH2:5][C:6]1([C:13]2[CH:18]=[CH:17][CH:16]=[C:15]([O:19][CH3:20])[CH:14]=2)[CH2:11][CH2:10][CH2:9][CH2:8][C:7]1=[O:12])(O)=[O:2].S([O-])([O-])(=O)=O.[Na+].[Na+].ClC(OCC)=O.[N-:34]=[N+:35]=[N-:36].[Na+]>O.CCOCC.C(N(CC)CC)C>[N:34]([C:1]([CH2:4][CH2:5][C:6]1([C:13]2[CH:18]=[CH:17][CH:16]=[C:15]([O:19][CH3:20])[CH:14]=2)[CH2:11][CH2:10][CH2:9][CH2:8][C:7]1=[O:12])=[O:2])=[N+:35]=[N-:36] |f:1.2.3,5.6|. Procedure details: About 225 g. of 2-(β-carboxyethyl)-2-(m-methoxyphenyl)cyclohexanone were mixed with 125 g. of triethylamine and about 20 g. of sodium sulfate. A solution of 99 g. of ethyl chloroformate in 3250 ml. of anhydrous ether was added in dropwise fashion, thus converting the carboxyethyl group to an acid chloride. The reaction mixture was stirred for about 1 hour at about 0° C. at which point 89 g. of sodium azide in 350 ml. of water were added in dropwise fashion. After the addition had been completed,... The reactants are ClC1=CC=C(C(=C1C(=O)OC)C)N=C=O (methyl 6-chloro-3-isocyanato-2-methylbenzoate), [H-].[Na+] (sodium hydride), NC(=CC(=O)[O-])C(F)(F)F (3-amino-4,4,4-trifluoro-2-butenoate). The solvent is C1CCOC1 (THF). Product: ClC1=CC=C(C(=C1C(=O)OC)C)N1C(NC(=CC1=O)C(F)(F)F)=O (methyl 6-chloro-2-methyl-3-[6-trifluoromethyl-2,4(1H,3H)-pyrimidinedion-3-yl]benzoate). The yield is 58.9%. As a reaction SMILES: [Cl:1][C:2]1[C:7]([C:8]([O:10][CH3:11])=[O:9])=[C:6]([CH3:12])[C:5]([N:13]=[C:14]=[O:15])=[CH:4][CH:3]=1.[H-].[Na+].[NH2:18][C:19]([C:24]([F:27])([F:26])[F:25])=[CH:20][C:21]([O-])=[O:22]>C1COCC1>[Cl:1][C:2]1[C:7]([C:8]([O:10][CH3:11])=[O:9])=[C:6]([CH3:12])[C:5]([N:13]2[C:21](=[O:22])[CH:20]=[C:19]([C:24]([F:27])([F:26])[F:25])[NH:18][C:14]2=[O:15])=[CH:4][CH:3]=1 |f:1.2|. Procedure details: This compound was prepared in a manner analogous to the second part of Step D, Example 1. Here, 16.7 grams (0.074 mole) of methyl 6-chloro-3-isocyanato-2-methylbenzoate was combined with 4.4 grams (0.110 mole) of 60% sodium hydride and 14.2 grams (0.076 mole) of 3-amino-4,4,4-trifluoro-2-butenoate in 600 mL of THF. The reaction product was purified by column chromatography on silica using a 1:1 mixture of EtOAc and hexane as eluant. The fractions containing product were combined and concentrated... Reactants: CN1N=CC(=C1)B1OC(C(O1)(C)C)(C)C (1-methyl-4-(4,4,5,5-tetramethyl-1,3,2-dioxaborolan-2-yl)-1H-pyrazole), BrC1=C2C3(C(N(C2=CC=C1)C(C1=CC=CC=C1)C1=CC=CC=C1)=O)COC1=CC2=C(OCCO2)C=C13 (4′-bromo-1′-(diphenylmethyl)-2,3-dihydrospiro[furo[2,3-g][1,4]benzodioxine-8,3′-indol]-2′(1′H)-one), N1=CC(=CC2=CC=CC=C12)B(O)O (quinolin-3-ylboronic acid), 4′-bromo-1-methylspiro[furo[2,3-f][1,3]benzodioxole-7,3′-indol]-2′(1′H)-one. The product is CN1C(C2(C3=C(C=CC=C13)C=1C=NN(C1)C)COC1=CC3=C(OCCO3)C=C12)=O (1′-methyl-4′-(1-methyl-1H-pyrazol-4-yl)-2,3-dihydrospiro[furo[2,3-g][1,4]benzodioxine-8,3′-indol]-2′(1′H)-one). As a reaction SMILES: [CH3:1][N:2]1[CH:6]=[C:5](B2OC(C)(C)C(C)(C)O2)[CH:4]=[N:3]1.N1C2C(=CC=CC=2)C=C(B(O)O)C=1.Br[C:30]1[CH:38]=[CH:37][CH:36]=[C:35]2[C:31]=1[C:32]1([C:64]3[C:55](=[CH:56][C:57]4[O:62][CH2:61][CH2:60][O:59][C:58]=4[CH:63]=3)[O:54][CH2:53]1)[C:33](=[O:52])[N:34]2[CH:39](C1C=CC=CC=1)C1C=CC=CC=1>>[CH3:39][N:34]1[C:35]2[C:31](=[C:30]([C:5]3[CH:4]=[N:3][N:2]([CH3:1])[CH:6]=3)[CH:38]=[CH:37][CH:36]=2)[C:32]2([C:64]3[C:55](=[CH:56][C:57]4[O:62][CH2:61][CH2:60][O:59][C:58]=4[CH:63]=3)[O:54][CH2:53]2)[C:33]1=[O:52]. Procedure details: Following the procedure as described in EXAMPLE 2.46 and making non-critical variations using 1-methyl-4-(4,4,5,5-tetramethyl-1,3,2-dioxaborolan-2-yl)-1H-pyrazole to replace quinolin-3-ylboronic acid, and 4′-bromo-1-methylspiro[furo[2,3-f][1,3]benzodioxole-7,3′-indol]-2′(1′H)-one to replace 4′-bromo-1′-(diphenylmethyl)-2,3-dihydrospiro[furo[2,3-g][1,4]benzodioxine-8,3′-indol]-2′(1′H)-one, 1′-methyl-4′-(1-methyl-1H-pyrazol-4-yl)-2,3-dihydrospiro[furo[2,3-g][1,4]benzodioxine-8,3′-indol]-2′(1′H)-on... Starting materials: NC(=O)c1cc(Br)sc1[N+](=O)[O-], O=C([O-])[O-], C1CCOC1, CCOC(C)=O, CC1(C)OB(c2ccc(C3(O)COC3)cc2)OC1(C)C, [Cl-], [NH4+], [Na+], [Na+], c1ccc(P(c2ccccc2)(c2ccccc2)[Pd](P(c2ccccc2)(c2ccccc2)c2ccccc2)(P(c2ccccc2)(c2ccccc2)c2ccccc2)P(c2ccccc2)(c2ccccc2)c2ccccc2)cc1. Yields the product NC(=O)c1cc(-c2ccc(C3(O)COC3)cc2)sc1[N+](=O)[O-]. RXN SMILES: [Br:1][c:2]1[cH:3][c:4]([C:10](=[O:11])[NH2:12])[c:5]([N+:7](=[O:8])[O-:9])[s:6]1.[C:33](=[O:34])([O-:35])[O-:36].[CH2:41]1[O:42][CH2:43][CH2:44][CH2:45]1.[CH3:123][CH2:124][O:125][C:126]([CH3:127])=[O:128].[CH3:13][C:14]1([CH3:15])[C:16]([CH3:17])([CH3:18])[O:19][B:20]([c:21]2[cH:22][cH:23][c:24]([C:27]3([OH:31])[CH2:28][O:29][CH2:30]3)[cH:25][cH:26]2)[O:32]1.[Cl-:39].[NH4+:40].[Na+:37].[Na+:38].[cH:46]1[cH:47][cH:48][c:49]([P:50]([Pd:51]([P:52]([c:53]2[cH:54][cH:55][cH:56][cH:57][cH:58]2)([c:59]2[cH:60][cH:61][cH:62][cH:63][cH:64]2)[c:65]2[cH:66][cH:67][cH:68][cH:69][cH:70]2)([P:71]([c:72]2[cH:73][cH:74][cH:75][cH:76][cH:77]2)([c:78]2[cH:79][cH:80][cH:81][cH:82][cH:83]2)[c:84]2[cH:85][cH:86][cH:87][cH:88][cH:89]2)[P:90]([c:91]2[cH:92][cH:93][cH:94][cH:95][cH:96]2)([c:97]2[cH:98][cH:99][cH:100][cH:101][cH:102]2)[c:103]2[cH:104][cH:105][cH:106][cH:107][cH:108]2)([c:109]2[cH:110][cH:111][cH:112][cH:113][cH:114]2)[c:115]2[cH:116][cH:117][cH:118][cH:119][cH:120]2)[cH:121][cH:122]1>>[c:2]1(-[c:21]2[cH:22][cH:23][c:24]([C:27]3([OH:31])[CH2:28][O:29][CH2:30]3)[cH:25][cH:26]2)[cH:3][c:4]([C:10](=[O:11])[NH2:12])[c:5]([N+:7](=[O:8])[O-:9])[s:6]1. The reactants are CCCC1CCC(C(CO)CO)CC1, Cc1ccc(S(=O)(=O)O)cc1, ClCCl, O=Cc1ccc(F)cc1, O. Product: CCCC1CCC(C2COC(c3ccc(F)cc3)OC2)CC1. RXN SMILES: [CH2:1]([CH2:2][CH3:3])[CH:4]1[CH2:5][CH2:6][CH:7]([CH:10]([CH2:11][OH:12])[CH2:13][OH:14])[CH2:8][CH2:9]1.[CH3:24][c:25]1[cH:26][cH:27][c:28]([S:29]([OH:30])(=[O:31])=[O:32])[cH:33][cH:34]1.[Cl:36][CH2:37][Cl:38].[F:15][c:16]1[cH:17][cH:18][c:19]([CH:20]=[O:21])[cH:22][cH:23]1.[OH2:35]>>[CH2:1]([CH2:2][CH3:3])[CH:4]1[CH2:5][CH2:6][CH:7]([CH:10]2[CH2:11][O:12][CH:20]([c:19]3[cH:18][cH:17][c:16]([F:15])[cH:23][cH:22]3)[O:14][CH2:13]2)[CH2:8][CH2:9]1. Reactants: C1CCOC1, CC(C)(C)OC(=O)N1CCN(c2ccc(-c3nonc3N(C(=O)OCC(Cl)(Cl)Cl)C(=O)OCC(Cl)(Cl)Cl)cc2)CC1, [Na+], [OH-]. Yields the product CC(C)(C)OC(=O)N1CCN(c2ccc(-c3nonc3NC(=O)OCC(Cl)(Cl)Cl)cc2)CC1. RXN SMILES: [CH2:44]1[O:45][CH2:46][CH2:47][CH2:48]1.[Cl:1][C:2]([CH2:3][O:4][C:5](=[O:6])[N:7]([c:8]1[c:9](-[c:13]2[cH:14][cH:15][c:16]([N:19]3[CH2:20][CH2:21][N:22]([C:25](=[O:26])[O:27][C:28]([CH3:29])([CH3:30])[CH3:31])[CH2:23][CH2:24]3)[cH:17][cH:18]2)[n:10][o:11][n:12]1)[C:32]([O:33][CH2:34][C:35]([Cl:36])([Cl:37])[Cl:38])=[O:39])([Cl:40])[Cl:41].[Na+:43].[OH-:42]>>[Cl:1][C:2]([CH2:3][O:4][C:5](=[O:6])[NH:7][c:8]1[c:9](-[c:13]2[cH:14][cH:15][c:16]([N:19]3[CH2:20][CH2:21][N:22]([C:25](=[O:26])[O:27][C:28]([CH3:29])([CH3:30])[CH3:31])[CH2:23][CH2:24]3)[cH:17][cH:18]2)[n:10][o:11][n:12]1)([Cl:40])[Cl:41].